Task: describe an organic reaction: reactants, conditions, products, and yield. Dataset: the Open Reaction Database (ORD), a public repository of structured organic reaction records Starting materials: CCN=C=NCCCN(C)C, CN(C)C=O, O=S(=O)(c1cc2cc(Cl)ccc2o1)N1CCNCC1, Cl, O, On1nnc2ccccc21, O=C(O)c1ccc(-c2ccncc2)cc1. Yields the product O=C(c1ccc(-c2ccncc2)cc1)N1CCN(S(=O)(=O)c2cc3cc(Cl)ccc3o2)CC1. Reaction SMILES: [CH3:28][N:29]([CH3:30])[CH2:31][CH2:32][CH2:33][N:34]=[C:35]=[N:36][CH2:37][CH3:38].[CH3:58][N:59]([CH3:60])[CH:61]=[O:62].[Cl:39][c:40]1[cH:41][c:42]2[c:43]([o:44][c:45]([S:47](=[O:48])(=[O:49])[N:50]3[CH2:51][CH2:52][NH:53][CH2:54][CH2:55]3)[cH:46]2)[cH:56][cH:57]1.[ClH:27].[OH2:16].[OH:17][n:18]1[c:19]2[cH:20][cH:21][cH:22][cH:23][c:24]2[n:25][n:26]1.[n:1]1[cH:2][cH:3][c:4](-[c:7]2[cH:8][cH:9][c:10]([C:11](=[O:12])[OH:13])[cH:14][cH:15]2)[cH:5][cH:6]1>>[n:1]1[cH:2][cH:3][c:4](-[c:7]2[cH:8][cH:9][c:10]([C:11](=[O:13])[N:53]3[CH2:52][CH2:51][N:50]([S:47]([c:45]4[o:44][c:43]5[c:42]([cH:41][c:40]([Cl:39])[cH:57][cH:56]5)[cH:46]4)(=[O:48])=[O:49])[CH2:55][CH2:54]3)[cH:14][cH:15]2)[cH:5][cH:6]1. Product: C(C)OC(CCCNC(C)=O)OCC (N-(4,4-Diethoxybutyl)acetamide). Reaction SMILES: [C:1](OC(=O)C)(=[O:3])[CH3:2].[CH2:8]([O:10][CH:11]([O:16][CH2:17][CH3:18])[CH2:12][CH2:13][CH2:14][NH2:15])[CH3:9].C(=O)([O-])[O-].[K+].[K+]>C1C=CC=CC=1>[CH2:17]([O:16][CH:11]([O:10][CH2:8][CH3:9])[CH2:12][CH2:13][CH2:14][NH:15][C:1](=[O:3])[CH3:2])[CH3:18] |f:2.3.4|. The reactants are oily product, C(C)(=O)OC(C)=O (acetic anhydride), C(C)OC(CCCN)OCC (4,4-diethoxybutylamine), C([O-])([O-])=O.[K+].[K+] (potassium carbonate). Procedure: 20 g (196 mmol) of acetic anhydride in 100 ml of benzene are added, drop by drop, at reflux to a stirred suspension of 32 g (198 mmol) of 4,4-diethoxybutylamine and 24 g (174 mmol) of potassium carbonate in 600 ml of benzene. The mixture is heated to reflux for 15 min. and cooled, the precipitate is filtered and the filtrate is evaporated to dryness. The residual oil is treated with vegetable charcoal in 300 ml of diethyl ether and, after filtration and evaporation of the filtrate in vacuo, 37.3... Run in C1=CC=CC=C1 (benzene), C1=CC=CC=C1 (benzene). The reactants are [BH4-], CCO, COc1ccc(C=O)cc1OC1CCCC1, [Na+], O. The product is COc1ccc(CO)cc1OC1CCCC1. As a reaction SMILES: [BH4-:17].[CH3:19][CH2:20][OH:21].[CH:1]1([O:6][c:7]2[cH:8][c:9]([CH:10]=[O:11])[cH:12][cH:13][c:14]2[O:15][CH3:16])[CH2:2][CH2:3][CH2:4][CH2:5]1.[Na+:18].[OH2:22]>>[CH:1]1([O:6][c:7]2[cH:8][c:9]([CH2:10][OH:11])[cH:12][cH:13][c:14]2[O:15][CH3:16])[CH2:2][CH2:3][CH2:4][CH2:5]1. Starting materials: OCC12C3=CC=CC=C3C(C=3C=CC=CC13)C2 (9-hydroxymethyl-9,10-dihydro-9,10-methanoanthracene), C1(=CC=C(C=C1)S(=O)(=O)Cl)C (p-toluenesulfonyl chloride). The product is S(=O)(=O)(C1=CC=C(C)C=C1)OCC12C3=CC=CC=C3C(C=3C=CC=CC13)C2 (9-Tosyloxymethyl-9,10-dihydro-9,10-methanoanthracene). As a reaction SMILES: [OH:1][CH2:2][C:3]12[CH2:17][CH:10]([C:11]3[CH:12]=[CH:13][CH:14]=[CH:15][C:16]=31)[C:9]1[C:4]2=[CH:5][CH:6]=[CH:7][CH:8]=1.[C:18]1([CH3:28])[CH:23]=[CH:22][C:21]([S:24](Cl)(=[O:26])=[O:25])=[CH:20][CH:19]=1>>[S:24]([O:1][CH2:2][C:3]12[CH2:17][CH:10]([C:9]3[CH:8]=[CH:7][CH:6]=[CH:5][C:4]=31)[C:11]1[C:16]2=[CH:15][CH:14]=[CH:13][CH:12]=1)([C:21]1[CH:22]=[CH:23][C:18]([CH3:28])=[CH:19][CH:20]=1)(=[O:26])=[O:25]. Reported procedure: 9-Tosyloxymethyl-9,10-dihydro-9,10-methanoanthracene is prepared from 9-hydroxymethyl-9,10-dihydro-9,10-methanoanthracene by treatment with p-toluenesulfonyl chloride in the presence of a base in an inert solvent;